Task: describe an organic reaction: reactants, conditions, products, and yield. Dataset: the Open Reaction Database (ORD), a public repository of structured organic reaction records Reactants: CCO, O=[N+]([O-])c1ccccc1-c1nncn1O. Yields the product Nc1ccccc1-c1nncn1O. Reaction SMILES: [CH3:16][CH2:17][OH:18].[OH:1][n:2]1[c:3](-[c:7]2[c:8]([N+:13]([O-:14])=[O:15])[cH:9][cH:10][cH:11][cH:12]2)[n:4][n:5][cH:6]1>>[OH:1][n:2]1[c:3](-[c:7]2[c:8]([NH2:13])[cH:9][cH:10][cH:11][cH:12]2)[n:4][n:5][cH:6]1. Reactants: O=C([O-])[O-], CN, CN(C)C=O, O=C(O)c1cccnc1Cl, Cl, [Cu]Br, [K+], [K+]. The product is CNc1ncccc1C(=O)O. RXN SMILES: [C:14](=[O:15])([O-:16])[O-:17].[CH3:12][NH2:13].[CH3:20][N:21]([CH3:22])[CH:23]=[O:24].[Cl:1][c:2]1[c:3]([C:4](=[O:5])[OH:6])[cH:7][cH:8][cH:9][n:10]1.[ClH:11].[Cu:25][Br:26].[K+:18].[K+:19]>>[c:2]1([NH:13][CH3:12])[c:3]([C:4](=[O:5])[OH:6])[cH:7][cH:8][cH:9][n:10]1. The reactants are C=O, CCCCCCC(C)NCCCCc1ccccc1, O=CO. The product is CCCCCCC(C)N(C)CCCCc1ccccc1. RXN SMILES: [CH2:20]=[O:21].[CH3:1][CH:2]([CH2:3][CH2:4][CH2:5][CH2:6][CH2:7][CH3:8])[NH:9][CH2:10][CH2:11][CH2:12][CH2:13][c:14]1[cH:15][cH:16][cH:17][cH:18][cH:19]1.[CH:22]([OH:23])=[O:24]>>[CH3:1][CH:2]([CH2:3][CH2:4][CH2:5][CH2:6][CH2:7][CH3:8])[N:9]([CH2:10][CH2:11][CH2:12][CH2:13][c:14]1[cH:15][cH:16][cH:17][cH:18][cH:19]1)[CH3:20]. Reactants: Cc1cc(cc(c1C=O)O)O, CC1=CN=C(C=C1)N, [C-]#[N+]C1CCCCC1. The yield is 3.1%. Product: Cc1ccc2nc(c3c(C)cc(cc3O)O)c(NC3CCCCC3)n2c1. Run in CC(C)O (isopropyl alcohol), CC(C)O (isopropylalcohol). The reagents and catalysts are O=C(O)C(F)(F)F (trifluoroacetic acid). RXN SMILES: CC1=CC=C(N)N=C1.[C-]#[N+]C1CCCCC1.CC1=C(C=O)C(O)=CC(O)=C1>>CC1=CN2C(C=C1)=NC(=C2NC1CCCCC1)C1=C(C)C=C(O)C=C1O. Reaction conditions: temperature 22 celsius, time 20 hour.